From a dataset of the Open Reaction Database (ORD), a public repository of structured organic reaction records. describe an organic reaction: reactants, conditions, products, and yield The reactants are N1=CC(=CC=C1)NC1(CCCCC1)C#N (1-(pyridin-3-ylamino)-cyclohexanecarbonitrile), [OH-].[Na+] (sodium hydroxide). The solvent is S(O)(O)(=O)=O (sulfuric acid). Conditions: time 72 hour. The product is N1=CC(=CC=C1)NC1(CCCCC1)C(=O)N (1-(Pyridin-3-ylamino)-cyclohexanecarboxylic acid amide). As a reaction SMILES: [N:1]1[CH:6]=[CH:5][CH:4]=[C:3]([NH:7][C:8]2([C:14]#[N:15])[CH2:13][CH2:12][CH2:11][CH2:10][CH2:9]2)[CH:2]=1.[OH-:16].[Na+]>S(=O)(=O)(O)O>[N:1]1[CH:6]=[CH:5][CH:4]=[C:3]([NH:7][C:8]2([C:14]([NH2:15])=[O:16])[CH2:13][CH2:12][CH2:11][CH2:10][CH2:9]2)[CH:2]=1 |f:1.2|. Reported procedure: 1.23 g (6.11 mmol) of 1-(pyridin-3-ylamino)-cyclohexanecarbonitrile are dissolved in 20 ml of concentrated sulfuric acid. The reaction medium is stirred at room temperature for 72 hours. It is then poured slowly into ice and the pH is brought to 14 with sodium hydroxide, and extracted with dichloromethane. The organic phases are combined and washed with water. They are dried over sodium sulfate. The solvents are evaporated off. The residue is chromatographed on silica gel (ethyl acetate and then... Starting materials: BrC1=NC(=CC=C1[N+](=O)[O-])OCC (2-Bromo-6-ethoxy-3-nitropyridine), [C-]#N.[K+] (potassium cyanide). Solvent: CN(C=O)C (N,N-dimethylformamide). Conditions: temperature 80 celsius. The product is C(C)OC1=CC=C(C(=N1)C#N)[N+](=O)[O-] (6-Ethoxy-3-nitropicolinonitrile). The yield is 38.7%. RXN SMILES: Br[C:2]1[C:7]([N+:8]([O-:10])=[O:9])=[CH:6][CH:5]=[C:4]([O:11][CH2:12][CH3:13])[N:3]=1.[C-:14]#[N:15].[K+]>CN(C)C=O>[CH2:12]([O:11][C:4]1[N:3]=[C:2]([C:14]#[N:15])[C:7]([N+:8]([O-:10])=[O:9])=[CH:6][CH:5]=1)[CH3:13] |f:1.2|. Procedure: To a solution of the compound prepared in Example 279 (0.317 g) in N,N-dimethylformamide (6 mL) was added potassium cyanide (0.100 g) at room temperature. The mixture was heated at 80° C. for 18 hours and then cooled to room temperature. The solids were filtered, and the filtrate diluted with ethyl acetate, washed with 1N hydrochloric acid and water. The organic layer was filtered, evaporated in vacuo and purified by column chromatography on silica gel (10-50% ethyl acetate in hexane) to obtain ... Reactants: CN(C)C=O, CCN(CC)c1cccc([N+](=O)[O-])c1, O=P(Cl)(Cl)Cl. Yields the product CCN(CC)c1ccc(C=O)c([N+](=O)[O-])c1. RXN SMILES: [CH3:20][N:21]([CH:22]=[O:23])[CH3:24].[N+:1](=[O:2])([O-:3])[c:4]1[cH:5][c:6]([N:7]([CH2:8][CH3:9])[CH2:10][CH3:11])[cH:12][cH:13][cH:14]1.[P:15]([Cl:16])([Cl:17])([Cl:18])=[O:19]>>[N+:1](=[O:2])([O-:3])[c:4]1[cH:5][c:6]([N:7]([CH2:8][CH3:9])[CH2:10][CH3:11])[cH:12][cH:13][c:14]1[CH:22]=[O:23]. Reactants: BrC1=CC=C2CN(C(=NC2=C1)N)CC1=C(C=CC=C1OC)OC (7-bromo-3-(2,6-dimethoxybenzyl)-3,4-dihydroquinazolin-2-amine), CB1OB(OB(O1)C)C (trimethylboroxine). Yields the product C(C)(=O)[O-].COC1=C(CN2C(=NC3=CC(=CC=C3C2)C)[NH3+])C(=CC=C1)OC (3-(2,6-Dimethoxybenzyl)-7-methyl-3,4-dihydroquinazolin-2-aminium acetate). Reaction SMILES: Br[C:2]1[CH:11]=[C:10]2[C:5]([CH2:6][N:7]([CH2:13][C:14]3[C:19]([O:20][CH3:21])=[CH:18][CH:17]=[CH:16][C:15]=3[O:22][CH3:23])[C:8]([NH2:12])=[N:9]2)=[CH:4][CH:3]=1.[CH3:24]B1OB(C)OB(C)[O:26]1>>[C:19]([O-:20])(=[O:26])[CH3:14].[CH3:23][O:22][C:15]1[CH:16]=[CH:17][CH:18]=[C:19]([O:20][CH3:21])[C:14]=1[CH2:13][N:7]1[CH2:6][C:5]2[C:10](=[CH:11][C:2]([CH3:24])=[CH:3][CH:4]=2)[N:9]=[C:8]1[NH3+:12] |f:2.3|. Reported procedure: Synthesis was performed according to EXAMPLE 82 from 7-bromo-3-(2,6-dimethoxybenzyl)-3,4-dihydroquinazolin-2-amine and trimethylboroxine in a CEM microwave at 100° C. (120 watt) for a total of 360 minutes (3×120 minutes).